From a dataset of the Open Reaction Database (ORD), a public repository of structured organic reaction records. describe an organic reaction: reactants, conditions, products, and yield Reported procedure: 0.86 g of sodium ethanethiolate was added to a mixture of 1.23 g of 3-chloro-N-(6-trifluoromethylpyridin-2-yl)picolinamide and 3 mL of DMF, and the mixture was stirred at 60° C. for 2 hours. The reaction mixture cooled to room temperature was poured to water, and the precipitated solid was taken by filtration. The resulting solid was dissolved in ethyl acetate, and the mixture was extracted with water and ethyl acetate. The organic layer was dried over anhydrous sodium sulfate and then concentra... Reactants: C(C)[S-].[Na+] (sodium ethanethiolate), ClC=1C(=NC=CC1)C(=O)NC1=NC(=CC=C1)C(F)(F)F (3-chloro-N-(6-trifluoromethylpyridin-2-yl)picolinamide), CN(C)C=O (DMF). Solvent: O (water). Yield: 97.4%. Yields the product C(C)SC=1C(=NC=CC1)C(=O)NC1=NC(=CC=C1)C(F)(F)F (3-ethylsulfanyl-N-(6-trifluoromethylpyridin-2-yl)picolinamide). As a reaction SMILES: [CH2:1]([S-:3])[CH3:2].[Na+].Cl[C:6]1[C:7]([C:12]([NH:14][C:15]2[CH:20]=[CH:19][CH:18]=[C:17]([C:21]([F:24])([F:23])[F:22])[N:16]=2)=[O:13])=[N:8][CH:9]=[CH:10][CH:11]=1.CN(C=O)C>O>[CH2:1]([S:3][C:6]1[C:7]([C:12]([NH:14][C:15]2[CH:20]=[CH:19][CH:18]=[C:17]([C:21]([F:22])([F:24])[F:23])[N:16]=2)=[O:13])=[N:8][CH:9]=[CH:10][CH:11]=1)[CH3:2] |f:0.1|. Reaction conditions: temperature 60 celsius, time 2 hour. Starting materials: Brc1ccncc1, O=C([O-])[O-], CCCCCC, CCOCC, O=C1OC(=O)C2CCCCC12, [Cl-], Cl, [K+], [K+], [Li]CCCC, [Na+], C1CCOC1, O. Product: O=C(O)C1CCCCC1C(=O)c1ccncc1. RXN SMILES: [Br:2][c:3]1[cH:4][cH:5][n:6][cH:7][cH:8]1.[C:9](=[O:10])([O-:11])[O-:12].[CH3:22][CH2:23][CH2:24][CH2:25][CH2:26][CH3:27].[CH3:40][CH2:41][O:42][CH2:43][CH3:44].[CH:28]12[CH:29]([CH2:30][CH2:31][CH2:32][CH2:33]1)[C:34](=[O:35])[O:36][C:37]2=[O:38].[Cl-:16].[ClH:1].[K+:13].[K+:14].[Li:17][CH2:18][CH2:19][CH2:20][CH3:21].[Na+:15].[O:45]1[CH2:46][CH2:47][CH2:48][CH2:49]1.[OH2:39]>>[c:3]1([C:37]([CH:28]2[CH:29]([C:34](=[O:35])[OH:36])[CH2:30][CH2:31][CH2:32][CH2:33]2)=[O:38])[cH:4][cH:5][n:6][cH:7][cH:8]1. Starting materials: FC1=CC=CC(=N1)C1=NN(C2=CN=C(C=C21)C=2C=NN(C2)C)C2OCCCC2 (3-(6-fluoropyridin-2-yl)-5-(1-methyl-1H-pyrazol-4-yl)-1-(tetrahydro-2H-pyran-2-yl)-1H-pyrazolo[3,4-c]pyridine), N1CC(CCC1)O (piperidin-3-ol). Yields the product CN1N=CC(=C1)C=1C=C2C(=CN1)NN=C2C2=CC=CC(=N2)N2CC(CCC2)O (1-(6-(5-(1-methyl-1H-pyrazol-4-yl)-1H-pyrazolo[3,4-c]pyridin-3-yl)pyridin-2-yl)piperidin-3-ol). Isolated yield 62.8%. Reaction SMILES: F[C:2]1[N:7]=[C:6]([C:8]2[C:16]3[C:11](=[CH:12][N:13]=[C:14]([C:17]4[CH:18]=[N:19][N:20]([CH3:22])[CH:21]=4)[CH:15]=3)[N:10](C3CCCCO3)[N:9]=2)[CH:5]=[CH:4][CH:3]=1.[NH:29]1[CH2:34][CH2:33][CH2:32][CH:31]([OH:35])[CH2:30]1>>[CH3:22][N:20]1[CH:21]=[C:17]([C:14]2[CH:15]=[C:16]3[C:8]([C:6]4[N:7]=[C:2]([N:29]5[CH2:34][CH2:33][CH2:32][CH:31]([OH:35])[CH2:30]5)[CH:3]=[CH:4][CH:5]=4)=[N:9][NH:10][C:11]3=[CH:12][N:13]=2)[CH:18]=[N:19]1. Procedure: Following the procedures as described in Example 189, 3-(6-fluoropyridin-2-yl)-5-(1-methyl-1H-pyrazol-4-yl)-1-(tetrahydro-2H-pyran-2-yl)-1H-pyrazolo[3,4-c]pyridine and piperidin-3-ol were reacted. The product was deprotected and purified to give 262 as a white solid (62.8% over two steps). 1H NMR δ 13.68 (broad s, 1H), 9.03 (s, 1H), 8.60 (s, 1H), 8.24 (s, 1H), 7.96 (s, 1H), 7.67-7.58 (m, 1H), 7.42 (d, J=7.4 Hz, 1H), 6.83 (d, J=8.5 Hz, 1H), 5.04 (d, J=5.1 Hz, 1H), 4.59-4.49 (m, 1H), 4.08 (d, J=13... Starting materials: CC(=O)[O-], CC(=O)CC(C)=O, CC(=O)O, CCO, Nc1ccc(C2CCCCC2)cc1, Cl, O=N[O-], [Na+], [Na+], O. Product: CC(=O)C(=NNc1ccc(C2CCCCC2)cc1)C(C)=O. RXN SMILES: [CH3:19][C:20](=[O:21])[O-:22].[CH3:23][C:24](=[O:25])[CH2:26][C:27]([CH3:28])=[O:29].[CH3:30][C:31](=[O:32])[OH:33].[CH3:36][CH2:37][OH:38].[CH:1]1([c:7]2[cH:8][cH:9][c:10]([NH2:11])[cH:12][cH:13]2)[CH2:2][CH2:3][CH2:4][CH2:5][CH2:6]1.[ClH:34].[N:14]([O-:15])=[O:16].[Na+:17].[Na+:18].[OH2:35]>>[CH:1]1([c:7]2[cH:8][cH:9][c:10]([NH:11][N:14]=[C:26]([C:24]([CH3:23])=[O:25])[C:27]([CH3:28])=[O:29])[cH:12][cH:13]2)[CH2:2][CH2:3][CH2:4][CH2:5][CH2:6]1. Reactants: OCc1ccccc1, N#CN1Cc2ccccc2-c2ccccc2C1. The product is N=C(OCc1ccccc1)N1Cc2ccccc2-c2ccccc2C1. As a reaction SMILES: [OH:18][CH2:19][c:20]1[cH:21][cH:22][cH:23][cH:24][cH:25]1.[cH:1]1[cH:2][cH:3][cH:4][c:5]2[c:11]1-[c:10]1[c:9]([cH:15][cH:14][cH:13][cH:12]1)[CH2:8][N:7]([C:16]#[N:17])[CH2:6]2>>[cH:1]1[cH:2][cH:3][cH:4][c:5]2[c:11]1-[c:10]1[c:9]([cH:15][cH:14][cH:13][cH:12]1)[CH2:8][N:7]([C:16](=[NH:17])[O:18][CH2:19][c:20]1[cH:21][cH:22][cH:23][cH:24][cH:25]1)[CH2:6]2. Starting materials: CC=1C=C2CCC(NC2=CC1)=O (6-methyl-1,2,3,4-tetrahydroquinolin-2-one), S(=O)(=O)(OC)OC (dimethyl sulphate), [OH-].[Na+] (sodium hydroxide). Reagents/catalysts: CC[N+](CC)(CC)CC1=CC=CC=C1.[Cl-] (TEBA). Run in C(Cl)Cl (methylene chloride). The product is CN1C(CCC2=CC(=CC=C12)C)=O (1,6-dimethyl-1,2,3,4-tetrahydroquinolin-2-one). The yield is 98.0%. Reaction SMILES: [CH3:1][C:2]1[CH:3]=[C:4]2[C:9](=[CH:10][CH:11]=1)[NH:8][C:7](=[O:12])[CH2:6][CH2:5]2.S(OC)(O[CH3:17])(=O)=O.[OH-].[Na+]>CC[N+](CC1C=CC=CC=1)(CC)CC.[Cl-].C(Cl)Cl>[CH3:17][N:8]1[C:9]2[C:4](=[CH:3][C:2]([CH3:1])=[CH:11][CH:10]=2)[CH2:5][CH2:6][C:7]1=[O:12] |f:2.3,4.5|. Procedure details: Analogously to Example 13(b) of 9.6 g of 6-methyl-1,2,3,4-tetrahydroquinolin-2-one are reacted with TEBA and dimethyl sulphate in methylene chloride/50% strength sodium hydroxide solution. After extraction with methylene chloride there are obtained 10.2 g (98% of theory) of 1,6-dimethyl-1,2,3,4-tetrahydroquinolin-2-one as a tough oil. The oil is hydrolysed in aqueous-basic solution analogously to Example 3(b).